Dataset: the Open Reaction Database (ORD), a public repository of structured organic reaction records. Task: describe an organic reaction: reactants, conditions, products, and yield Reactants: ClC1=NC2=CC(=CC(=C2C(=C1C)Cl)F)F (2,4-dichloro-5,7-difluoro-3-methylquinoline), C([O-])([O-])=O.[K+].[K+] (potassium carbonate), FC(C1=NC=C(C=C1)B(O)O)(F)F (2-(trifluoromethyl)-pyridine-5-boronic acid), palladium tetrakistriphenylphosphine. The solvent is C1(=CC=CC=C1)C (toluene). Yields the product ClC1=C(C(=NC2=CC(=CC(=C12)F)F)C=1C=NC(=CC1)C(F)(F)F)C (4-chloro-5,7-difluoro-3-methyl-2-(6-(trifluoromethyl)pyridin-3-yl)quinoline). Reaction SMILES: Cl[C:2]1[C:11]([CH3:12])=[C:10]([Cl:13])[C:9]2[C:4](=[CH:5][C:6]([F:15])=[CH:7][C:8]=2[F:14])[N:3]=1.[F:16][C:17]([F:28])([F:27])[C:18]1[CH:23]=[CH:22][C:21](B(O)O)=[CH:20][N:19]=1.C(=O)([O-])[O-].[K+].[K+]>C1(C)C=CC=CC=1>[Cl:13][C:10]1[C:9]2[C:4](=[CH:5][C:6]([F:15])=[CH:7][C:8]=2[F:14])[N:3]=[C:2]([C:21]2[CH:20]=[N:19][C:18]([C:17]([F:28])([F:27])[F:16])=[CH:23][CH:22]=2)[C:11]=1[CH3:12] |f:2.3.4|. Reported procedure: The Suzuki coupled product was prepared according to Procedure F using 2,4-dichloro-5,7-difluoro-3-methylquinoline (0.50 g, 2.02 mmol), 2-(trifluoromethyl)-pyridine-5-boronic acid (0.385 g, 2.02 mmol), palladium tetrakistriphenylphosphine (0.23 g, 0.20 mmol), potassium carbonate (0.56 g, 4.03 mmol) in toluene (4 mL) at 100° C. for 18 h to give 4-chloro-5,7-difluoro-3-methyl-2-(6-(trifluoromethyl)pyridin-3-yl)quinoline as a white solid. Mass Spectrum (ESI) m/e=359.0 (M+1).